This data is from the Open Reaction Database (ORD), a public repository of structured organic reaction records. The task is: describe an organic reaction: reactants, conditions, products, and yield Starting materials: C(C)C1=C(CC=2NCCN2)C(=CC=C1F)F (2-(2-Ethyl-3,6-difluoro-benzyl)-4,5-dihydro-1H-imidazole), C1(=O)N(C(=O)N(C(=O)N1Cl)Cl)Cl (TCCA), C1CCC2=NCCCN2CC1 (DBU). Product: C(C)C1=C(CC=2NC=CN2)C(=CC=C1F)F (2-(2-Ethyl-3,6-difluoro-benzyl)-1H-imidazole). As a reaction SMILES: [CH2:1]([C:3]1[C:14]([F:15])=[CH:13][CH:12]=[C:11]([F:16])[C:4]=1[CH2:5][C:6]1[NH:7][CH2:8][CH2:9][N:10]=1)[CH3:2].C1(N(Cl)C(=O)N(Cl)C(=O)N1Cl)=O.C1CCN2C(=NCCC2)CC1>>[CH2:1]([C:3]1[C:14]([F:15])=[CH:13][CH:12]=[C:11]([F:16])[C:4]=1[CH2:5][C:6]1[NH:10][CH:9]=[CH:8][N:7]=1)[CH3:2]. Procedure details: 2-(2-Ethyl-3,6-difluoro-benzyl)-1H-imidazole was prepared from 2-(2-ethyl-3,6-difluoro-benzyl)-4,5-dihydro-1H-imidazole (Example 199), TCCA and DBU in analogy to Example 194e): light yellow crystals; MS (ISP): 223.3 ([M+H]+, 100%). Starting materials: [OH-].[K+] (Potassium hydroxide), C(C1=CC=CC=C1)(C1=CC=CC=C1)N1CC(C1)C#N (1-benzhydryl-3-cyanoazetidine), COC(C)O (methoxyethanol), [Cl-].[Na+] (sodium chloride), Cl (hydrochloric acid). Solvent: O (water). Reaction conditions: temperature 100 celsius, time 4 hour. Product: C(C1=CC=CC=C1)(C1=CC=CC=C1)N1CC(C1)C(=O)O (1-Benzhydrylazetidine-3-carboxylic acid). RXN SMILES: [OH-].[K+].[CH:3]([N:16]1[CH2:19]C(C#N)[CH2:17]1)([C:10]1[CH:15]=[CH:14][CH:13]=[CH:12][CH:11]=1)[C:4]1[CH:9]=[CH:8][CH:7]=[CH:6][CH:5]=1.Cl.[Cl-].[Na+].C[O:26][CH:27]([OH:29])[CH3:28]>O>[CH:3]([N:16]1[CH2:19][CH:28]([C:27]([OH:29])=[O:26])[CH2:17]1)([C:10]1[CH:11]=[CH:12][CH:13]=[CH:14][CH:15]=1)[C:4]1[CH:9]=[CH:8][CH:7]=[CH:6][CH:5]=1 |f:0.1,4.5|. Procedure: Potassium hydroxide (6.48 g) and water (3.25 ml) were added to a solution of 1-benzhydryl-3-cyanoazetidine (5.43 g) in methoxyethanol (54 ml), followed by stirring at 100° C. for 4 hours. The reaction mixture was allowed to cool down to room temperature, and poured into ice. After pH of the mixture was adjusted to 5 with 1N hydrochloric acid, sodium chloride was added thereto. This was extracted with a mixed solvent of ethyl acetate and tetrahydrofuran. The organic layer was washed with brine, a... Reactants: ClC1=CC=C(C=C1)C(C=C(C(=O)OC)F)(C)C (methyl 4-(4-chlorophenyl)-2-fluoro-4-methylpent-2-enoate), [H-].[Al+3].[Li+].[H-].[H-].[H-] (lithium aluminium hydride). Solvent: C(C)OCC (diethyl ether). Product: ClC1=CC=C(C=C1)C(C=C(CO)F)(C)C (4-(4-Chlorophenyl)-2-fluoro-4-methylpent-2-enol). The yield is 70.2%. RXN SMILES: [Cl:1][C:2]1[CH:7]=[CH:6][C:5]([C:8]([CH3:17])([CH3:16])[CH:9]=[C:10]([F:15])[C:11](OC)=[O:12])=[CH:4][CH:3]=1.[H-].[Al+3].[Li+].[H-].[H-].[H-]>C(OCC)C>[Cl:1][C:2]1[CH:3]=[CH:4][C:5]([C:8]([CH3:17])([CH3:16])[CH:9]=[C:10]([F:15])[CH2:11][OH:12])=[CH:6][CH:7]=1 |f:1.2.3.4.5.6|. Reported procedure: The method of Example 6 was repeated using methyl 4-(4-chlorophenyl)-2-fluoro-4-methylpent-2-enoate (Example 3) (0.56 g), diethyl ether (20 ml) and lithium aluminium hydride (0.21 g) to yield the title compound (0.35 g, 92%).